This data is from the Open Reaction Database (ORD), a public repository of structured organic reaction records. The task is: describe an organic reaction: reactants, conditions, products, and yield Starting materials: BrC=1C=C2C(=C(C=NC2=CC1)C(C(C)C)=O)N[C@@H]1CC[C@H](CC1)NC(OC(C)(C)C)=O (tert-butyl trans-4-(6-bromo-3-isobutyrylquinolin-4-ylamino)cyclohexylcarbamate), N1=CC=C(C=C1)B(O)O (pyridin-4-ylboronic acid). The product is C1(CC1)C(=O)C=1C=NC2=CC=C(C=C2C1N[C@@H]1CC[C@H](CC1)NC(OC(C)(C)C)=O)C1=CC=NC=C1 (tert-Butyl trans-4-[3-(cyclopropanecarbonyl)-6-(pyridin-4-yl)quinolin-4-ylamino]cyclohexylcarbamate). Isolated yield 102.8%. As a reaction SMILES: Br[C:2]1[CH:3]=[C:4]2[C:9](=[CH:10][CH:11]=1)[N:8]=[CH:7][C:6]([C:12](=[O:16])[CH:13]([CH3:15])[CH3:14])=[C:5]2[NH:17][C@H:18]1[CH2:23][CH2:22][C@H:21]([NH:24][C:25](=[O:31])[O:26][C:27]([CH3:30])([CH3:29])[CH3:28])[CH2:20][CH2:19]1.[N:32]1[CH:37]=[CH:36][C:35](B(O)O)=[CH:34][CH:33]=1>>[CH:13]1([C:12]([C:6]2[CH:7]=[N:8][C:9]3[C:4]([C:5]=2[NH:17][C@H:18]2[CH2:23][CH2:22][C@H:21]([NH:24][C:25](=[O:31])[O:26][C:27]([CH3:28])([CH3:30])[CH3:29])[CH2:20][CH2:19]2)=[CH:3][C:2]([C:35]2[CH:36]=[CH:37][N:32]=[CH:33][CH:34]=2)=[CH:11][CH:10]=3)=[O:16])[CH2:14][CH2:15]1. Procedure details: Following general procedure D, tert-butyl trans-4-(6-bromo-3-isobutyrylquinolin-4-ylamino)cyclohexylcarbamate (49 mg, 0.100 mmol) was reacted with pyridin-4-ylboronic acid (25 mg, 0.200 mmol) to afford the crude product (50 mg) as an off-white solid: ESI MS m/z 487 [C29H34N4O3+H]+.